This data is from the Open Reaction Database (ORD), a public repository of structured organic reaction records. The task is: describe an organic reaction: reactants, conditions, products, and yield Starting materials: C[Al](C)C.CCCCCC (trimethylaluminum hexane), C(C)OC(=O)N1[C@@H](C[C@@H](C2=NC(=CC=C12)OS(=O)(=O)C(F)(F)F)NC1=NC=C(C(=N1)CC1=CC(=CC(=C1)C(F)(F)F)C(F)(F)F)N1CCOCC1)CC ((2R,4S)-4-{[3,5-Bis(trifluoromethyl)benzyl]-[5-(morpholin-4-yl)pyrimidin-2-yl]}amino-2-ethyl-6-trifluoromethanesulfonyloxy-3,4-dihydro-2H-[1,5]naphthyridine-1-carboxylic acid ethyl ester), C(O)([O-])=O.[Na+] (sodium hydrogen carbonate), C(C)(=O)OCC (ethyl acetate). Reagents/catalysts: [Cu]Cl (copper (I) chloride), C([O-])([O-])=O.[Ag+2] (silver carbonate), C=1C=CC(=CC1)[P](C=2C=CC=CC2)(C=3C=CC=CC3)[Pd]([P](C=4C=CC=CC4)(C=5C=CC=CC5)C=6C=CC=CC6)([P](C=7C=CC=CC7)(C=8C=CC=CC8)C=9C=CC=CC9)[P](C=1C=CC=CC1)(C=1C=CC=CC1)C=1C=CC=CC1 (tetrakis(triphenylphosphine)palladium). Run in O1CCOCC1 (1,4-dioxane). Reaction conditions: temperature 60 celsius, time 30 minute. Product: C(C)OC(=O)N1[C@@H](C[C@@H](C2=NC(=CC=C12)C)NC1=NC=C(C(=N1)CC1=CC(=CC(=C1)C(F)(F)F)C(F)(F)F)N1CCOCC1)CC ((2R,4S)-4-{[3,5-bis(trifluoromethyl)benzyl]-[5-(morpholin-4-yl)pyrimidin-2-yl]}amino-2-ethyl-6-methyl-3,4-dihydro-2H-[1,5]naphthyridine-1-carboxylic acid ethyl ester). RXN SMILES: [CH2:1]([O:3][C:4]([N:6]1[C:15]2[C:10](=[N:11][C:12](OS(C(F)(F)F)(=O)=O)=[CH:13][CH:14]=2)[C@@H:9]([NH:24][C:25]2[N:30]=[C:29]([CH2:31][C:32]3[CH:37]=[C:36]([C:38]([F:41])([F:40])[F:39])[CH:35]=[C:34]([C:42]([F:45])([F:44])[F:43])[CH:33]=3)[C:28]([N:46]3[CH2:51][CH2:50][O:49][CH2:48][CH2:47]3)=[CH:27][N:26]=2)[CH2:8][C@H:7]1[CH2:52][CH3:53])=[O:5])[CH3:2].[CH3:54][Al](C)C.CCCCCC.C(=O)([O-])O.[Na+].C(OCC)(=O)C>O1CCOCC1.C1C=CC([P]([Pd]([P](C2C=CC=CC=2)(C2C=CC=CC=2)C2C=CC=CC=2)([P](C2C=CC=CC=2)(C2C=CC=CC=2)C2C=CC=CC=2)[P](C2C=CC=CC=2)(C2C=CC=CC=2)C2C=CC=CC=2)(C2C=CC=CC=2)C2C=CC=CC=2)=CC=1.C(=O)([O-])[O-].[Ag+2].[Cu]Cl>[CH2:1]([O:3][C:4]([N:6]1[C:15]2[C:10](=[N:11][C:12]([CH3:54])=[CH:13][CH:14]=2)[C@@H:9]([NH:24][C:25]2[N:30]=[C:29]([CH2:31][C:32]3[CH:37]=[C:36]([C:38]([F:39])([F:41])[F:40])[CH:35]=[C:34]([C:42]([F:43])([F:45])[F:44])[CH:33]=3)[C:28]([N:46]3[CH2:51][CH2:50][O:49][CH2:48][CH2:47]3)=[CH:27][N:26]=2)[CH2:8][C@H:7]1[CH2:52][CH3:53])=[O:5])[CH3:2] |f:1.2,3.4,8.9,^1:84,86,105,124|. Procedure details: (2R,4S)-4-{[3,5-Bis(trifluoromethyl)benzyl]-[5-(morpholin-4-yl)pyrimidin-2-yl]}amino-2-ethyl-6-trifluoromethanesulfonyloxy-3,4-dihydro-2H-[1,5]naphthyridine-1-carboxylic acid ethyl ester (250 mg) is dissolved in 1,4-dioxane (3 ml), and thereto are added a catalytic amount of tetrakis(triphenylphosphine)palladium, a catalytic amount of silver carbonate and a catalytic amount of copper (I) chloride under nitrogen flow. After adding dropwise trimethylaluminum-hexane solution (1M, 480 μl), the mixtu... Reactants: CCCCO, CCN(C(C)C)C(C)C, CS(=O)(=O)c1ccccc1-c1nc2c(Cl)cccc2cc1CN, Clc1ncnc2nc[nH]c12. The product is CS(=O)(=O)c1ccccc1-c1nc2c(Cl)cccc2cc1CNc1ncnc2[nH]cnc12. RXN SMILES: [CH2:43]([OH:44])[CH2:45][CH2:46][CH3:47].[CH:34]([N:35]([CH2:36][CH3:37])[CH:38]([CH3:39])[CH3:40])([CH3:41])[CH3:42].[Cl:1][c:2]1[cH:3][cH:4][cH:5][c:6]2[cH:7][c:8]([CH2:22][NH2:23])[c:9](-[c:12]3[c:13]([S:18](=[O:19])(=[O:20])[CH3:21])[cH:14][cH:15][cH:16][cH:17]3)[n:10][c:11]12.[Cl:24][c:25]1[c:26]2[nH:27][cH:28][n:29][c:30]2[n:31][cH:32][n:33]1>>[Cl:1][c:2]1[cH:3][cH:4][cH:5][c:6]2[cH:7][c:8]([CH2:22][NH:23][c:25]3[c:26]4[n:27][cH:28][nH:29][c:30]4[n:31][cH:32][n:33]3)[c:9](-[c:12]3[c:13]([S:18](=[O:19])(=[O:20])[CH3:21])[cH:14][cH:15][cH:16][cH:17]3)[n:10][c:11]12. Reactants: C[C@@H](C1=CC=CC=C1)N ((S)-α-methylbenzylamine), FC1=CC=C(CN2C(=CC3=CC=CC=C23)C(=O)N2CCC(CC2)C=O)C=C1 (1-(1-(4-fluorobenzyl)-1H-indole-2-carbonyl)piperidine-4-carbaldehyde), C(#N)[BH3-].[Na+] (sodium cyanoborohydride), C(C)(=O)O (acetic acid). The solvent is C1CCOC1 (THF), C1CCOC1 (THF). Reaction conditions: time 14 hour. Product: FC1=CC=C(CN2C(=CC3=CC=CC=C23)C(=O)N2CCC(CC2)CN[C@@H](C)C2=CC=CC=C2)C=C1 ((S)-(1-(4-fluorobenzyl)-1H-indol-2-yl)(4-(((1-phenylethyl)amino)methyl)piperidin-1-yl)methanone). As a reaction SMILES: [F:1][C:2]1[CH:27]=[CH:26][C:5]([CH2:6][N:7]2[C:15]3[C:10](=[CH:11][CH:12]=[CH:13][CH:14]=3)[CH:9]=[C:8]2[C:16]([N:18]2[CH2:23][CH2:22][CH:21]([CH:24]=O)[CH2:20][CH2:19]2)=[O:17])=[CH:4][CH:3]=1.[CH3:28][C@H:29]([NH2:36])[C:30]1[CH:35]=[CH:34][CH:33]=[CH:32][CH:31]=1.C([BH3-])#N.[Na+].C(O)(=O)C>C1COCC1>[F:1][C:2]1[CH:27]=[CH:26][C:5]([CH2:6][N:7]2[C:15]3[C:10](=[CH:11][CH:12]=[CH:13][CH:14]=3)[CH:9]=[C:8]2[C:16]([N:18]2[CH2:23][CH2:22][CH:21]([CH2:24][NH:36][C@H:29]([C:30]3[CH:35]=[CH:34][CH:33]=[CH:32][CH:31]=3)[CH3:28])[CH2:20][CH2:19]2)=[O:17])=[CH:4][CH:3]=1 |f:2.3|. Reported procedure: 1-(1-(4-fluorobenzyl)-1H-indole-2-carbonyl)piperidine-4-carbaldehyde (35 mg, 0.096 mmol) was dissolved in THF (2 mL) and (S)-α-methylbenzylamine (0.013 mL, 0.115 mmol) was added. The solution was stirred at rt for 10 h, at which time the THF was removed in vacuo and the residue dissolved in EtOH (5 mL), and sodium cyanoborohydride (13 mg, 0.192 mmol) and a catalytic drop of glacial acetic acid were added. Stirring was permitted for 14 h, at which time the solvent was removed in vacuo, the residu... The reactants are C(C)(=O)O[C@@H]1CC2=CC[C@H]3[C@@H]4CC[C@H]([C@@H](C(CCC(C)(C)C)OC(C)=O)C)[C@]4(CC[C@@H]3[C@]2(CC1)C)C (25-methylcholest-5-ene-3β,22-diol 3,22-diacetate), C(C)O (ethanol), C([O-])(O)=O.[Na+] (sodium bicarbonate), resultant mixture. Solvent: O (water). The product is C(C)(=O)OC(CCC(C)(C)C)[C@@H](C)[C@H]1CC[C@H]2[C@@H]3CC=C4C[C@H](CC[C@]4(C)[C@H]3CC[C@]12C)O (25-methylcholest-5-ene-3β,22-diol 22-acetate). As a reaction SMILES: C([O:4][C@H:5]1[CH2:34][CH2:33][C@@:32]2([CH3:35])[C:7](=[CH:8][CH2:9][C@@H:10]3[C@@H:31]2[CH2:30][CH2:29][C@@:28]2([CH3:36])[C@H:11]3[CH2:12][CH2:13][C@@H:14]2[C@H:15]([CH3:27])[CH:16]([O:23][C:24](=[O:26])[CH3:25])[CH2:17][CH2:18][C:19]([CH3:22])([CH3:21])[CH3:20])[CH2:6]1)(=O)C.C(O)C.C(=O)(O)[O-].[Na+]>O>[C:24]([O:23][CH:16]([C@H:15]([C@@H:14]1[C@:28]2([CH3:36])[C@H:11]([C@H:10]3[C@H:31]([CH2:30][CH2:29]2)[C@:32]2([CH3:35])[C:7]([CH2:6][C@@H:5]([OH:4])[CH2:34][CH2:33]2)=[CH:8][CH2:9]3)[CH2:12][CH2:13]1)[CH3:27])[CH2:17][CH2:18][C:19]([CH3:22])([CH3:21])[CH3:20])(=[O:26])[CH3:25] |f:2.3|. Procedure: To a solution of 1 part of 25-methylcholest-5-ene-3β,22-diol 3,22-diacetate in 40 parts of ethanol is added 5 parts of aqueous 5% sodium bicarbonate. The resultant mixture is heated and stirred at the boiling point under reflux for 21/2 hours, then diluted with an equal volume of water. The solid precipitate which eventuates is isolated by filtration, dried in air, and recrystallized from ethanol to give 25-methylcholest-5-ene-3β,22-diol 22-acetate melting at 210°-211.5°. The product has the for...